This data is from the Open Reaction Database (ORD), a public repository of structured organic reaction records. The task is: describe an organic reaction: reactants, conditions, products, and yield Starting materials: C(=O)=O (dry ice), C(C(=O)OC)(=O)OC (dimethyl oxalate), solution, [Li]C(C)(C)C (tBuLi), pentanes, BrC=1C=CC=C2C=CN(C12)COCC[Si](C)(C)C (7-bromo-1-(2-trimethylsilanyl-ethoxymethyl)-1H-indole). The solvent is C1CCOC1 (THF), CCOC(=O)C (EtOAc), C1CCOC1 (THF). Run at temperature -78 celsius, time 15 minute. Product: EtOAc hexanes, COC(C(=O)C=1C=CC=C2C=CN(C12)COCC[Si](C)(C)C)=O ({1-(2-trimethylsilanyl-ethoxymethyl)-1H-indol-7-yl}-oxo-acetic acid methyl ester). The yield is 84.5%. Reaction SMILES: Br[C:2]1[CH:3]=[CH:4][CH:5]=[C:6]2[C:10]=1[N:9]([CH2:11][O:12][CH2:13][CH2:14][Si:15]([CH3:18])([CH3:17])[CH3:16])[CH:8]=[CH:7]2.[Li]C(C)(C)C.C(=O)=O.[C:27](OC)(=[O:32])[C:28]([O:30][CH3:31])=[O:29]>C1COCC1.CCOC(C)=O>[CH3:31][O:30][C:28](=[O:29])[C:27]([C:2]1[CH:3]=[CH:4][CH:5]=[C:6]2[C:10]=1[N:9]([CH2:11][O:12][CH2:13][CH2:14][Si:15]([CH3:18])([CH3:17])[CH3:16])[CH:8]=[CH:7]2)=[O:32]. Procedure: A solution of 7-bromo-1-(2-trimethylsilanyl-ethoxymethyl)-1H-indole (3.0 g, 9.19 mmol) in THF (100 mL) was cooled to −78° C. and a 1.7 M solution of tBuLi in pentanes (15 mL, 25.5 mmol) added dropwise over 15 min. After 15 min, the resultant bright yellow suspension was transferred over 15 min via a cannula cooled with dry ice to a solution of dimethyl oxalate (3.61 g, 30.6 mmol) in THF (40 mL) maintained at −78° C. After 15 min, the mixture was allowed to warm to room temperature and stirred 3 ... The reactants are BrC=1C=NC2=C(N(CCCN2)CC2=C(C(=CC=C2F)F)Cl)N1 (2-Bromo-9-(2-chloro-3,6-difluorobenzyl)-6,7,8,9-tetrahydro-5H-pyrazino[2,3-b][1,4]diazepine), O1CCN(CC1)CCNC(=O)C=1C=C(C=CC1)B(O)O (3-(2-morpholinoethylcarbamoyl)phenyl boronic acid). Product: ClC1=C(CN2C3=C(NCCC2)N=CC(=N3)C=3C=C(C(=O)NCCN2CCOCC2)C=CC3)C(=CC=C1F)F (3-[9-(2-chloro-3,6-difluorobenzyl)-6,7,8,9-tetrahydro-5H-pyrazino[2,3-b][1,4]diazepin-2-yl]-N-[2-(morpholin-4-yl)ethyl]benzamide). RXN SMILES: Br[C:2]1[CH:3]=[N:4][C:5]2[NH:11][CH2:10][CH2:9][CH2:8][N:7]([CH2:12][C:13]3[C:18]([F:19])=[CH:17][CH:16]=[C:15]([F:20])[C:14]=3[Cl:21])[C:6]=2[N:22]=1.[O:23]1[CH2:28][CH2:27][N:26]([CH2:29][CH2:30][NH:31][C:32]([C:34]2[CH:35]=[C:36](B(O)O)[CH:37]=[CH:38][CH:39]=2)=[O:33])[CH2:25][CH2:24]1>>[Cl:21][C:14]1[C:15]([F:20])=[CH:16][CH:17]=[C:18]([F:19])[C:13]=1[CH2:12][N:7]1[CH2:8][CH2:9][CH2:10][NH:11][C:5]2[N:4]=[CH:3][C:2]([C:38]3[CH:39]=[C:34]([CH:35]=[CH:36][CH:37]=3)[C:32]([NH:31][CH2:30][CH2:29][N:26]3[CH2:25][CH2:24][O:23][CH2:28][CH2:27]3)=[O:33])=[N:22][C:6]1=2. Reported procedure: The entitled compound can be prepared from 2-Bromo-9-(2-chloro-3,6-difluorobenzyl)-6,7,8,9-tetrahydro-5H-pyrazino[2,3-b][1,4]diazepine and 3-(2-morpholinoethylcarbamoyl)phenyl boronic acid as described in example 1 or 30. Reactants: C1CC(=O)N(C1=O)Br (NBS), N(=NC(C#N)(C)C)C(C#N)(C)C (2,2′-azobisisobutyronitrile), ClC1=CC(=C(C=2C=C(OC21)C)C=2C(N(C(=CC2)C(F)(F)F)C)=O)F (3-(7-chloro-5-fluoro-2-methylbenzofuran-4-yl)-1-methyl-6-trifluoromethyl-2-(1H)-pyridone). Solvent: C(Cl)(Cl)(Cl)Cl (carbon tetrachloride). Yields the product BrCC=1OC2=C(C1)C(=C(C=C2Cl)F)C=2C(N(C(=CC2)C(F)(F)F)C)=O (3-(2-bromomethyl-7-chloro-5-fluorobenzofuran-4-yl)-1-methyl-6-trifluoromethyl-2-(1H)-pyridone). Isolated yield 78.8%. RXN SMILES: [Cl:1][C:2]1[C:10]2[O:9][C:8]([CH3:11])=[CH:7][C:6]=2[C:5]([C:12]2[C:13](=[O:23])[N:14]([CH3:22])[C:15]([C:18]([F:21])([F:20])[F:19])=[CH:16][CH:17]=2)=[C:4]([F:24])[CH:3]=1.C1C(=O)N([Br:32])C(=O)C1.N(C(C)(C)C#N)=NC(C)(C)C#N>C(Cl)(Cl)(Cl)Cl>[Br:32][CH2:11][C:8]1[O:9][C:10]2[C:2]([Cl:1])=[CH:3][C:4]([F:24])=[C:5]([C:12]3[C:13](=[O:23])[N:14]([CH3:22])[C:15]([C:18]([F:19])([F:21])[F:20])=[CH:16][CH:17]=3)[C:6]=2[CH:7]=1. Procedure: 0.98 g (2.72 mmol) of 3-(7-chloro-5-fluoro-2-methylbenzofuran-4-yl)-1-methyl-6-trifluoromethyl-2-(1H)-pyridone was dissolved in 25 ml of carbon tetrachloride, and 0.51 g (2.86 mmol) of NBS and 0.04 g (0.27 mmol) of 2,2′-azobisisobutyronitrile were added thereto, followed by refluxing for 2 hours. Succinic acid imide was removed by filtration. Then, carbon tetrachloride was distilled off under reduced pressure, and the obtained residue was poured into water and extracted with ethyl acetate. After... The reactants are CC(=CC(=O)NC1=CC(=CC=C1)Br)C (N-3,3-dimethylacryloyl-3-bromoaniline), CC(=CC(=O)NC1=CC(=CC=C1)Br)C (N-3,3-dimethylacryloyl-3-bromoaniline), [Al+3].[Cl-].[Cl-].[Cl-] (AlCl3). Solvent: C(Cl)Cl (CH2Cl2). Conditions: temperature 0 celsius, time 72 hour. Yields the product CC1(CC(NC2=CC(=CC=C12)Br)=O)C (4,4-Dimethyl-2-oxo-1,2,3,4-tetrahydro-7-bromoquinoline). Reaction SMILES: [Al+3].[Cl-].[Cl-].[Cl-].[CH3:5][C:6]([CH3:18])=[CH:7][C:8]([NH:10][C:11]1[CH:16]=[CH:15][CH:14]=[C:13]([Br:17])[CH:12]=1)=[O:9]>C(Cl)Cl>[CH3:5][C:6]1([CH3:18])[C:16]2[C:11](=[CH:12][C:13]([Br:17])=[CH:14][CH:15]=2)[NH:10][C:8](=[O:9])[CH2:7]1 |f:0.1.2.3|. Reported procedure: Into a 500 ml round-buttom flask was placed 13.52 g (101 mmol) of AlCl3 under nitrogen purge and kept at 0° C. Thereafter, 22.41 g of N-3,3-dimethylacryloyl-3-bromoaniline (Compound 17) in 350 ml CH2Cl2 was slowly added by syringe. The reaction mixture was stirred at 0° C. for 72 h, and thereafter slowly quenched with small chunks of ice-cubes and finally with water. The aqueous layer was washed with CH2Cl2 and the organic layer was dried over Na2SO4. The solvent was evaporated and the residue p... Starting materials: [BH4-], CC(=O)O, CC(C)O, [Na+], O, CCOC(OCC)P(=O)(CC(O)CN1C(=O)c2ccccc2C1=O)OCC. The product is CCOC(OCC)P(=O)(CC(O)CN)OCC. Reaction SMILES: [BH4-:29].[CH3:31][C:32](=[O:33])[OH:34].[CH:35]([OH:36])([CH3:37])[CH3:38].[Na+:30].[OH2:28].[OH:1][CH:2]([CH2:3][P:4]([O:5][CH2:6][CH3:7])(=[O:8])[CH:9]([O:10][CH2:11][CH3:12])[O:13][CH2:14][CH3:15])[CH2:16][N:17]1[C:18](=[O:19])[c:20]2[cH:21][cH:22][cH:23][cH:24][c:25]2[C:26]1=[O:27]>>[OH:1][CH:2]([CH2:3][P:4]([O:5][CH2:6][CH3:7])(=[O:8])[CH:9]([O:10][CH2:11][CH3:12])[O:13][CH2:14][CH3:15])[CH2:16][NH2:17]. Procedure details: To a solution of HCl in Dioxane was added Compound 1 (300 mg, 0.39 mmol) and the solution was stirred at room temperature for 30 min. The solvent was concentrated under reduced pressure to afford (2R,6S,7R,9R,13aS,14aR,16aS,Z)-6-amino-N-(cyclopropylsulfonyl)-2-((4-methoxyisoquinolin-1-yl)oxy)-7,9-dimethyl-5,16-dioxo-1,2,3,5,6,7,8,9,10,11,13a,14,14a,15,16,16a-hexadecahydrocyclopropa[e]pyrrolo[1,2-a][1,4]diazacyclopentadecine-14a-carboxamide hydrochloride (250 mg, 96%). The material was triturated... The reactants are Cl (HCl), C1(CC1)S(=O)(=O)NC(=O)[C@]12NC([C@H]3N(C([C@H]([C@@H](C[C@@H](CC\C=C/[C@@H]1C2)C)C)NC(OC(C)(C)C)=O)=O)C[C@@H](C3)OC3=NC=C(C2=CC=CC=C32)OC)=O (tert-butyl ((2R,6S,7R,9R,13aS,14aR,16aS,Z)-14a-((cyclopropylsulfonyl)carbamoyl)-2-((4-methoxyisoquinolin-1-yl)oxy)-7,9-dimethyl-5,16-dioxo-1,2,3,5,6,7,8,9,10,11,13a,14,14a,15,16,16a-hexadecahydrocyclopropa[e]pyrrolo[1,2-a][1,4]diazacyclopentadecin-6-yl)carbamate). RXN SMILES: [ClH:1].[CH:2]1([S:5]([NH:8][C:9]([C@@:11]23[CH2:26][C@H:25]2[CH:24]=[CH:23][CH2:22][CH2:21][C@@H:20]([CH3:27])[CH2:19][C@@H:18]([CH3:28])[C@H:17]([NH:29]C(=O)OC(C)(C)C)[C:16](=[O:37])[N:15]2[CH2:38][C@H:39]([O:41][C:42]4[C:51]5[C:46](=[CH:47][CH:48]=[CH:49][CH:50]=5)[C:45]([O:52][CH3:53])=[CH:44][N:43]=4)[CH2:40][C@H:14]2[C:13](=[O:54])[NH:12]3)=[O:10])(=[O:7])=[O:6])[CH2:4][CH2:3]1>O1CCOCC1>[ClH:1].[NH2:29][C@@H:17]1[C:16](=[O:37])[N:15]2[CH2:38][C@H:39]([O:41][C:42]3[C:51]4[C:46](=[CH:47][CH:48]=[CH:49][CH:50]=4)[C:45]([O:52][CH3:53])=[CH:44][N:43]=3)[CH2:40][C@H:14]2[C:13](=[O:54])[NH:12][C@:11]2([C:9]([NH:8][S:5]([CH:2]3[CH2:3][CH2:4]3)(=[O:6])=[O:7])=[O:10])[CH2:26][C@H:25]2[CH:24]=[CH:23][CH2:22][CH2:21][C@@H:20]([CH3:27])[CH2:19][C@H:18]1[CH3:28] |f:3.4|. Run at time 30 minute. Yields the product Cl.N[C@H]1[C@@H](C[C@@H](CC\C=C/[C@H]2[C@](NC([C@H]3N(C1=O)C[C@@H](C3)OC3=NC=C(C1=CC=CC=C31)OC)=O)(C2)C(=O)NS(=O)(=O)C2CC2)C)C ((2R,6S,7R,9R,13aS,14aR,16aS,Z)-6-amino-N-(cyclopropylsulfonyl)-2-((4-methoxyisoquinolin-1-yl)oxy)-7,9-dimethyl-5,16-dioxo-1,2,3,5,6,7,8,9,10,11,13a,14,14a,15,16,16a-hexadecahydrocyclopropa[e]pyrrolo[1,2-a][1,4]diazacyclopentadecine-14a-carboxamide hydrochloride). The yield is 96.0%. The solvent is O1CCOCC1 (Dioxane). The reactants are CC(=O)O[BH-](OC(C)=O)OC(C)=O, O=C([O-])O, COC(=O)C(CSCC(=O)c1ccc(OC)c(OC)c1)NC(=O)OC(C)(C)C, ClCCl, [Na+], [Na+], O=C(O)C(F)(F)F. Product: COC(=O)C1CSCC(c2ccc(OC)c(OC)c2)N1. RXN SMILES: [C:36]([O:37][BH-:38]([O:39][C:40](=[O:41])[CH3:42])[O:43][C:44](=[O:45])[CH3:46])(=[O:47])[CH3:48].[C:50](=[O:51])([OH:52])[O-:53].[CH3:1][O:2][C:3]([CH:4]([CH2:5][S:6][CH2:7][C:8]([c:10]1[cH:11][c:12]([O:18][CH3:19])[c:13]([O:16][CH3:17])[cH:14][cH:15]1)=[O:27])[NH:20][C:9]([O:21][C:22]([CH3:23])([CH3:24])[CH3:25])=[O:26])=[O:28].[Cl:55][CH2:56][Cl:57].[Na+:49].[Na+:54].[OH:29][C:30]([C:31]([F:32])([F:33])[F:34])=[O:35]>>[CH3:1][O:2][C:3]([CH:4]1[CH2:5][S:6][CH2:7][CH:8]([c:10]2[cH:11][c:12]([O:18][CH3:19])[c:13]([O:16][CH3:17])[cH:14][cH:15]2)[NH:20]1)=[O:28]. The product is C(C)C1=C(C=C(C=C1)O)C1C(C2C3CCC(C2C1=O)CC3)=O (2-(2-ethyl-5-hydroxyphenyl)hexahydro-4,7-ethanoindene-1,3-dione). Run in C(C)(=O)OCC (ethyl acetate). Procedure details: To a solution of 2-(5-bromo-2-ethylphenyl)-3a,4,5,6,7,7a-hexahydro-4,7-ethanoindene-1,3-dione (1.01 g, 2.8 mmol), copper (I) iodide (108 mg, 0.57 mmol) and L-proline (33 mg, 0.28 mmol) is added a solution of 1M aqueous sodium hydroxide (8.8 mL, 8.8 mmol), and the mixture is then heated at 200° C. for 150 minutes under microwave irradiation. After cooling to room temperature the mixture is diluted with ethyl acetate and then acidified with 2M hydrochloric acid and filtered through diatomaceous ea... Run at temperature 200 celsius. Starting materials: BrC=1C=CC(=C(C1)C1C(C2C3CCC(C2C1=O)CC3)=O)CC (2-(5-bromo-2-ethylphenyl)-3a,4,5,6,7,7a-hexahydro-4,7-ethanoindene-1,3-dione), N1[C@H](C(=O)O)CCC1 (L-proline), [OH-].[Na+] (sodium hydroxide), Cl (hydrochloric acid). The reagents and catalysts are [Cu]I (copper (I) iodide). As a reaction SMILES: Br[C:2]1[CH:3]=[CH:4][C:5]([CH2:21][CH3:22])=[C:6]([CH:8]2[C:16](=[O:17])[CH:15]3[CH:10]([CH:11]4[CH2:19][CH2:18][CH:14]3[CH2:13][CH2:12]4)[C:9]2=[O:20])[CH:7]=1.N1CCC[C@H]1C(O)=[O:26].[OH-].[Na+].Cl>C(OCC)(=O)C.[Cu]I>[CH2:21]([C:5]1[CH:4]=[CH:3][C:2]([OH:26])=[CH:7][C:6]=1[CH:8]1[C:9](=[O:20])[CH:10]2[CH:15]([CH:14]3[CH2:18][CH2:19][CH:11]2[CH2:12][CH2:13]3)[C:16]1=[O:17])[CH3:22] |f:2.3|.